Dataset: the Open Reaction Database (ORD), a public repository of structured organic reaction records. Task: describe an organic reaction: reactants, conditions, products, and yield Reactants: BrC=1C(=NNC1C(F)(F)F)C1=CC=CC=C1 (4-Bromo-3-phenyl-5-trifluoromethyl-1H-pyrazole), CN(C)C=O (DMF), C(=O)([O-])[O-].[K+].[K+] (K2CO3), ClCC(=O)N1CCN(CC1)C1=CC(=C(C=C1)Cl)OC (2-Chloro-1-[4-(4-chloro-3-methoxy-phenyl)-piperazin-1-yl]-ethanone). Solvent: CCCCCC.C(C)(=O)OCC (hexane ethyl acetate). Yields the product ClC1=C(C=C(C=C1)N1CCN(CC1)C(CN1N=C(C(=C1C(F)(F)F)Br)C1=CC=CC=C1)=O)OC (1-[4-(4-Chloro-3-methoxyphenyl)-piperazin-1-yl]-2-(4-bromo-3-phenyl-5-trifluoromethyl-pyrazol-1-yl)-ethanone). Reaction SMILES: [Br:1][C:2]1[C:3]([C:11]2[CH:16]=[CH:15][CH:14]=[CH:13][CH:12]=2)=[N:4][NH:5][C:6]=1[C:7]([F:10])([F:9])[F:8].C([O-])([O-])=O.[K+].[K+].Cl[CH2:24][C:25]([N:27]1[CH2:32][CH2:31][N:30]([C:33]2[CH:38]=[CH:37][C:36]([Cl:39])=[C:35]([O:40][CH3:41])[CH:34]=2)[CH2:29][CH2:28]1)=[O:26].CN(C=O)C>CCCCCC.C(OCC)(=O)C>[Cl:39][C:36]1[CH:37]=[CH:38][C:33]([N:30]2[CH2:31][CH2:32][N:27]([C:25](=[O:26])[CH2:24][N:5]3[C:6]([C:7]([F:8])([F:10])[F:9])=[C:2]([Br:1])[C:3]([C:11]4[CH:12]=[CH:13][CH:14]=[CH:15][CH:16]=4)=[N:4]3)[CH2:28][CH2:29]2)=[CH:34][C:35]=1[O:40][CH3:41] |f:1.2.3,6.7|. Reported procedure: Protocol T was followed using 4-Bromo-3-phenyl-5-trifluoromethyl-1H-pyrazole, K2CO3, 2-Chloro-1-[4-(4-chloro-3-methoxy-phenyl)-piperazin-1-yl]-ethanone and DMF. Column chromatography using a solvent mixture (hexane/ethyl acetate=1/1, Rf=0.51) afforded the title compound as a white solid. 1H NMR (400 MHz, CDCl3): 7.42-7.52 (m, 5H), 7.18-7.22 (d, 1H), 6.38-6.42 (dd, 1H), 6.46-6.48 (d, 1H), 4.94 (s, 2H), 3.88 (s, 3H), 3.5-3.78 (m, 4H), 3.18 (s, 4H). The reactants are C(C1=CC=CC=C1)OC1=CC=C(CBr)C=C1 (4-Benzyloxybenzyl bromide), C1(=CC=CC=C1)P(C1=CC=CC=C1)C1=CC=CC=C1 (triphenylphosphine). Run in C1(=CC=CC=C1)C (toluene). The product is [Br-].C(C1=CC=CC=C1)OC1=CC=C(C[P+](C2=CC=CC=C2)(C2=CC=CC=C2)C2=CC=CC=C2)C=C1 (4-Benzyloxybenzyl triphenylphosphonium bromide). Isolated yield 92.2%. As a reaction SMILES: [CH2:1]([O:8][C:9]1[CH:16]=[CH:15][C:12]([CH2:13][Br:14])=[CH:11][CH:10]=1)[C:2]1[CH:7]=[CH:6][CH:5]=[CH:4][CH:3]=1.[C:17]1([P:23]([C:30]2[CH:35]=[CH:34][CH:33]=[CH:32][CH:31]=2)[C:24]2[CH:29]=[CH:28][CH:27]=[CH:26][CH:25]=2)[CH:22]=[CH:21][CH:20]=[CH:19][CH:18]=1>C1(C)C=CC=CC=1>[Br-:14].[CH2:1]([O:8][C:9]1[CH:16]=[CH:15][C:12]([CH2:13][P+:23]([C:24]2[CH:25]=[CH:26][CH:27]=[CH:28][CH:29]=2)([C:30]2[CH:35]=[CH:34][CH:33]=[CH:32][CH:31]=2)[C:17]2[CH:18]=[CH:19][CH:20]=[CH:21][CH:22]=2)=[CH:11][CH:10]=1)[C:2]1[CH:7]=[CH:6][CH:5]=[CH:4][CH:3]=1 |f:3.4|. Reported procedure: To bromide 1 (9.7 g, 35.0 mmol) in toluene (300 mL) was added triphenylphosphine (10.1 g, 38.5 mmol). The reaction was stirred at reflux overnight. The reaction mixture was cooled to room temperature and the precipitate was filtered, washed twice with diethyl ether, and dried in vacuo to afford 17.4 g (92%) of 2 as a white solid. Starting materials: NC(NCCC[C@@H](NC(=O)OCC1=CC2=CC=CC=C2C=C1)C(=O)O)=N[N+](=O)[O-] ((R)-N5 -[amino(nitroimino)methyl]-N2 -[(2-naphthyl)methoxycarbonyl]-ornithine), NC(=O)NCC1=CC=C(C=C1)CN (4-(aminocarbonylaminomethyl)benzenemethanamine), CN(C)C(=[N+](C)C)ON1C2=C(C=CC=C2)N=N1.[B-](F)(F)(F)F (TBTU). Run in CO (Methanol). Yields the product NC(=O)NCC1=CC=C(C=C1)CNC([C@H](NC(=O)OCC1=CC2=CC=CC=C2C=C1)CCCNC(=N[N+](=O)[O-])N)=O ((R)-N-[[4-(Aminocarbonylaminomethyl)phenyl]methyl]-N5 -[amino(nitroimino)methyl]-N2 -[(2-naphthyl)methoxycarbonyl]-ornithinamide). The yield is 32.0%. As a reaction SMILES: [NH2:1][C:2](=[N:26][N+:27]([O-:29])=[O:28])[NH:3][CH2:4][CH2:5][CH2:6][C@H:7]([C:23]([OH:25])=O)[NH:8][C:9]([O:11][CH2:12][C:13]1[CH:22]=[CH:21][C:20]2[C:15](=[CH:16][CH:17]=[CH:18][CH:19]=2)[CH:14]=1)=[O:10].[NH2:30][C:31]([NH:33][CH2:34][C:35]1[CH:40]=[CH:39][C:38]([CH2:41][NH2:42])=[CH:37][CH:36]=1)=[O:32].CN(C(ON1N=NC2C=CC=CC1=2)=[N+](C)C)C.[B-](F)(F)(F)F>CO>[NH2:30][C:31]([NH:33][CH2:34][C:35]1[CH:40]=[CH:39][C:38]([CH2:41][NH:42][C:23](=[O:25])[C@@H:7]([CH2:6][CH2:5][CH2:4][NH:3][C:2]([NH2:1])=[N:26][N+:27]([O-:29])=[O:28])[NH:8][C:9]([O:11][CH2:12][C:13]2[CH:22]=[CH:21][C:20]3[C:15](=[CH:16][CH:17]=[CH:18][CH:19]=3)[CH:14]=2)=[O:10])=[CH:37][CH:36]=1)=[O:32] |f:2.3|. Reported procedure: Prepared analogously to Example 69a) from (R)-N5 -[amino(nitroimino)methyl]-N2 -[(2-naphthyl)methoxycarbonyl]-ornithine, 4-(aminocarbonylaminomethyl)benzenemethanamine and TBTU in a yield of 32% of theory. Colourless crystals, Mp. 155-160° C. (Methanol/glacial acetic acid 20/1, v/v). Reactants: NC=1C=C(C(=O)O)C=C(C1OC1=CC=CC=C1)S(NC)(=O)=O (3-amino-5-methylsulphamyl-4-phenoxy-benzoic acid), C(C1=CC=CC=C1)Br (benzyl bromide), C(C)O (ethanol), C(C1=CC=CC=C1)Br (benzyl bromide). Reaction conditions: time 3 hour. Yields the product C(C1=CC=CC=C1)NC=1C=C(C(=O)OCC)C=C(C1OC1=CC=CC=C1)S(NC)(=O)=O (ethyl 3-benzylamino-5-methylsulphamyl-4-phenoxy-benzoate). As a reaction SMILES: [NH2:1][C:2]1[CH:3]=[C:4]([CH:8]=[C:9]([S:18](=[O:22])(=[O:21])[NH:19][CH3:20])[C:10]=1[O:11][C:12]1[CH:17]=[CH:16][CH:15]=[CH:14][CH:13]=1)[C:5]([OH:7])=[O:6].[CH2:23](Br)[C:24]1[CH:29]=[CH:28][CH:27]=[CH:26][CH:25]=1.[CH2:31](O)[CH3:32]>>[CH2:23]([NH:1][C:2]1[CH:3]=[C:4]([CH:8]=[C:9]([S:18](=[O:22])(=[O:21])[NH:19][CH3:20])[C:10]=1[O:11][C:12]1[CH:17]=[CH:16][CH:15]=[CH:14][CH:13]=1)[C:5]([O:7][CH2:31][CH3:32])=[O:6])[C:24]1[CH:29]=[CH:28][CH:27]=[CH:26][CH:25]=1. Reported procedure: A mixture of 3-amino-5-methylsulphamyl-4-phenoxy-benzoic acid (1 g), benzyl bromide (1.25 g), and dry ethanol (15 ml) was refluxed for 9 hours. After 3 hours and after 6 hours more benzyl bromide (0.6 g) was added. After cooling, the precipitated ethyl 3-benzylamino-5-methylsulphamyl-4-phenoxy-benzoate was collected by suction, recrystallized from ethanol, and dried in vacuo. The melting point of the compound was 162.5°C.